This data is from the Open Reaction Database (ORD), a public repository of structured organic reaction records. The task is: describe an organic reaction: reactants, conditions, products, and yield Reactants: NC(=O)NC(=O)N (biuret), NC(=O)N (urea), N (ammonia). The product is NC(=O)NC(=O)N (biuret), N1C(=O)NC(=O)NC1=O (cyanuric acid). As a reaction SMILES: [NH2:1][C:2]([NH2:4])=[O:3].N.[NH2:6][C:7]([NH:9][C:10]([NH2:12])=[O:11])=[O:8]>>[NH2:6][C:7]([NH:9][C:10]([NH2:12])=[O:11])=[O:8].[NH:1]1[C:10](=[O:11])[NH:9][C:7](=[O:8])[NH:4][C:2]1=[O:3]. Procedure details: When molten urea is heated first at atmospheric pressure and thereafter under vacuum, there is a rapid evolution of ammonia upon the application of the vacuum. This indicates the presence of a substantial quantity of biuret precursor moieties generated during the pyrolysis at atmospheric pressure. These active bodies then react under the influence of reduced pressure to give enhanced yields of biuret without excessive production of cyanuric acid. Reactants: O=c1ncc(Br)c[nH]1, CN(C)C=O, [K+], [K+], O=C([O-])[O-], ClC(Cl)(Cl)C1CO1. The product is O=c1ncc(Br)cn1CC(O)C(Cl)(Cl)Cl. Reaction SMILES: [Br:1][c:2]1[cH:3][n:4][c:5](=[O:8])[nH:6][cH:7]1.[CH3:22][N:23]([CH3:24])[CH:25]=[O:26].[K+:16].[K+:17].[O-:18][C:19]([O-:20])=[O:21].[O:9]1[CH2:10][CH:11]1[C:12]([Cl:13])([Cl:14])[Cl:15]>>[Br:1][c:2]1[cH:3][n:4]([CH2:10][CH:11]([OH:9])[C:12]([Cl:13])([Cl:14])[Cl:15])[c:5](=[O:8])[n:6][cH:7]1.